This data is from the Open Reaction Database (ORD), a public repository of structured organic reaction records. The task is: describe an organic reaction: reactants, conditions, products, and yield The solvent is C(Cl)Cl (CH2Cl2). RXN SMILES: C(OC([N:8]1[C:16]2[C:11](=[CH:12][CH:13]=[C:14]([C:17]([CH3:20])([CH3:19])[CH3:18])[CH:15]=2)[CH2:10][CH2:9]1)=O)(C)(C)C.Cl>C(Cl)Cl>[C:17]([C:14]1[CH:15]=[C:16]2[C:11]([CH2:10][CH2:9][NH:8]2)=[CH:12][CH:13]=1)([CH3:20])([CH3:18])[CH3:19]. The reactants are C(C)(C)(C)OC(=O)N1CCC2=CC=C(C=C12)C(C)(C)C (6-tert-Butyl-2,3-dihydro-indole-1-carboxylic acid tert-butyl ester), Cl (HCl). Run at time 1 hour. Procedure details: 6-tert-Butyl-2,3-dihydro-indole-1-carboxylic acid tert-butyl ester (Prepared in Example HH; 12.0 g) in CH2Cl2 (100 mL) was cooled to 0° C. and treated with HCl gas for 10 minutes. The reaction mixture was warmed to room temperature and stirred for 1 hour. The solvents were evaporated; the residue was dissolved in EtOAc, washed with saturated NaHCO3 solution and brine, and dried (MgSO4.) Concentration gave the title compound which was used without any further purification. MS(APCI): 176 (M+H). The product is C(C)(C)(C)C1=CC=C2CCNC2=C1 (6-tert-Butyl-2,3-dihydro-1H-indole). The reactants are CO, O=C(O)c1ccc(-c2cc([N+](=O)[O-])ccc2Cl)nc1, Cl, C1COCCO1. The product is COC(=O)c1ccc(-c2cc([N+](=O)[O-])ccc2Cl)nc1. As a reaction SMILES: [CH3:27][OH:28].[Cl:1][c:2]1[c:3](-[c:11]2[n:12][cH:13][c:14]([C:15](=[O:16])[OH:17])[cH:18][cH:19]2)[cH:4][c:5]([N+:8](=[O:9])[O-:10])[cH:6][cH:7]1.[ClH:20].[O:21]1[CH2:22][CH2:26][O:25][CH2:24][CH2:23]1>>[Cl:1][c:2]1[c:3](-[c:11]2[n:12][cH:13][c:14]([C:15](=[O:16])[O:17][CH3:22])[cH:18][cH:19]2)[cH:4][c:5]([N+:8](=[O:9])[O-:10])[cH:6][cH:7]1. The reactants are O=C([O-])[O-], CC#N, CCOC(C)=O, ClCCOc1cccc2[nH]ccc12, Fc1ccc2[nH]cc(CC3CCNCC3)c2c1, [I-], [K+], [K+], [K+]. Product: Fc1ccc2[nH]cc(CC3CCN(CCOc4cccc5[nH]ccc45)CC3)c2c1. As a reaction SMILES: [C:31](=[O:32])([O-:33])[O-:34].[CH3:39][C:40]#[N:41].[CH3:42][CH2:43][O:44][C:45](=[O:46])[CH3:47].[Cl:18][CH2:19][CH2:20][O:21][c:22]1[c:23]2[cH:24][cH:25][nH:26][c:27]2[cH:28][cH:29][cH:30]1.[F:1][c:2]1[cH:3][c:4]2[c:5]([CH2:11][CH:12]3[CH2:13][CH2:14][NH:15][CH2:16][CH2:17]3)[cH:6][nH:7][c:8]2[cH:9][cH:10]1.[I-:38].[K+:35].[K+:36].[K+:37]>>[F:1][c:2]1[cH:3][c:4]2[c:5]([CH2:11][CH:12]3[CH2:13][CH2:14][N:15]([CH2:19][CH2:20][O:21][c:22]4[c:23]5[cH:24][cH:25][nH:26][c:27]5[cH:28][cH:29][cH:30]4)[CH2:16][CH2:17]3)[cH:6][nH:7][c:8]2[cH:9][cH:10]1. Starting materials: O (water), COC=1C=C(C=CC1)O (3-methoxy phenol), FC(CI)(F)F (2,2,2-trifluoroethyl iodide), C([O-])([O-])=O.[Cs+].[Cs+] (cesium carbonate). Run in CN(C)C=O (DMF). Reaction conditions: temperature 80 celsius, time 2 hour. The product is COC1=CC(=CC=C1)OCC(F)(F)F (1-methoxy-3-(2,2,2-trifluoroethoxy)benzene). The yield is 79.5%. RXN SMILES: [CH3:1][O:2][C:3]1[CH:4]=[C:5]([OH:9])[CH:6]=[CH:7][CH:8]=1.[F:10][C:11]([F:15])([F:14])[CH2:12]I.C(=O)([O-])[O-].[Cs+].[Cs+].O>CN(C=O)C>[CH3:1][O:2][C:3]1[CH:8]=[CH:7][CH:6]=[C:5]([O:9][CH2:12][C:11]([F:15])([F:14])[F:10])[CH:4]=1 |f:2.3.4|. Procedure details: A suspension of 5.00 g of 3-methoxy phenol, 10.0 g of 2,2,2-trifluoroethyl iodide and 20.0 g of cesium carbonate in DMF (15 ml) was stirred at 80° C. for two hours. The solution was added with water and extracted with Et2O; the organic layer was washed in saturated brine, then, was dried in MgSO4, the drying agent was separated by filtration and solvent was evaporated under reduced pressure obtained 6.60 g of the title compound. The reactants are CCOC(C)=O, Ic1cc2c(cc1OCc1ccccc1)CCN(C1CCC1)CC2, [Cu]I, N#C[Na], C1CCOC1, c1ccc(P(c2ccccc2)(c2ccccc2)[Pd](P(c2ccccc2)(c2ccccc2)c2ccccc2)(P(c2ccccc2)(c2ccccc2)c2ccccc2)P(c2ccccc2)(c2ccccc2)c2ccccc2)cc1. The product is N#Cc1cc2c(cc1OCc1ccccc1)CCN(C1CCC1)CC2. As a reaction SMILES: [CH3:33][CH2:34][O:35][C:36](=[O:37])[CH3:38].[CH:1]1([N:5]2[CH2:6][CH2:7][c:8]3[c:9]([cH:12][c:13]([O:17][CH2:18][c:19]4[cH:20][cH:21][cH:22][cH:23][cH:24]4)[c:14]([I:16])[cH:15]3)[CH2:10][CH2:11]2)[CH2:2][CH2:3][CH2:4]1.[Cu:116][I:117].[Na:25][C:26]#[N:27].[O:28]1[CH2:29][CH2:30][CH2:31][CH2:32]1.[cH:39]1[cH:40][cH:41][c:42]([P:43]([Pd:44]([P:45]([c:46]2[cH:47][cH:48][cH:49][cH:50][cH:51]2)([c:52]2[cH:53][cH:54][cH:55][cH:56][cH:57]2)[c:58]2[cH:59][cH:60][cH:61][cH:62][cH:63]2)([P:64]([c:65]2[cH:66][cH:67][cH:68][cH:69][cH:70]2)([c:71]2[cH:72][cH:73][cH:74][cH:75][cH:76]2)[c:77]2[cH:78][cH:79][cH:80][cH:81][cH:82]2)[P:83]([c:84]2[cH:85][cH:86][cH:87][cH:88][cH:89]2)([c:90]2[cH:91][cH:92][cH:93][cH:94][cH:95]2)[c:96]2[cH:97][cH:98][cH:99][cH:100][cH:101]2)([c:102]2[cH:103][cH:104][cH:105][cH:106][cH:107]2)[c:108]2[cH:109][cH:110][cH:111][cH:112][cH:113]2)[cH:114][cH:115]1>>[CH:1]1([N:5]2[CH2:6][CH2:7][c:8]3[c:9]([cH:12][c:13]([O:17][CH2:18][c:19]4[cH:20][cH:21][cH:22][cH:23][cH:24]4)[c:14]([C:26]#[N:27])[cH:15]3)[CH2:10][CH2:11]2)[CH2:2][CH2:3][CH2:4]1. The reactants are ClCCCC(=O)OC (methyl 4-chlorobutyrate), N(C1=CC=CC=C1)C1=CC=C(C=C1)O (p-anilinophenol), C([O-])([O-])=O.[K+].[K+] (potassium carbonate). The solvent is CN(C=O)C (N,N-dimethylformamide). Conditions: time 4 hour. Product: N(C1=CC=CC=C1)C1=CC=C(OCCCC(=O)OC)C=C1 (methyl 4-(p-anilinophenoxy)butyrate). RXN SMILES: Cl[CH2:2][CH2:3][CH2:4][C:5]([O:7][CH3:8])=[O:6].[NH:9]([C:16]1[CH:21]=[CH:20][C:19]([OH:22])=[CH:18][CH:17]=1)[C:10]1[CH:15]=[CH:14][CH:13]=[CH:12][CH:11]=1.C(=O)([O-])[O-].[K+].[K+]>CN(C)C=O>[NH:9]([C:16]1[CH:17]=[CH:18][C:19]([O:22][CH2:2][CH2:3][CH2:4][C:5]([O:7][CH3:8])=[O:6])=[CH:20][CH:21]=1)[C:10]1[CH:11]=[CH:12][CH:13]=[CH:14][CH:15]=1 |f:2.3.4|. Procedure: A mixture of 198 g. of methyl 4-chlorobutyrate, 269 g. of p-anilinophenol, and 636 g. of anhydrous potassium carbonate, all in 500 ml. of N,N-dimethylformamide was heated at 140° C. while stirring for 4 hours and about 300 ml. of the N,N-dimethylformamide was removed by distillation. The residue was poured into ice water and the resulting mixture was extracted with benzene. The dried benzene extract was chromatographed through a column of neutral alumina and the benzene solvent was stripped from... Reactants: Cl (hydrochloric acid), FC1=CC=C(C=C1)C=1SC=C(N1)COCC(=O)C1=CC=CC=C1 (2-[2-(4-fluorophenyl)-4-thiazolylmethyloxy]acetophenone), C(OC)(OC)=O (dimethyl carbonate), [H-].[Na+] (sodium hydride). Run in O1CCCC1 (tetrahydrofuran), O1CCCC1 (tetrahydrofuran), O (water), CO (methanol). Product: COC(=O)C(C(=O)C1=CC=CC=C1)OCC=1N=C(SC1)C1=CC=C(C=C1)F (ω-methoxycarbonyl-2-[2-(4-fluorophenyl)-4-thiazolylmethyloxy]acetophenone). Yield: 93.4%. As a reaction SMILES: [F:1][C:2]1[CH:7]=[CH:6][C:5]([C:8]2[S:9][CH:10]=[C:11]([CH2:13][O:14][CH2:15][C:16]([C:18]3[CH:23]=[CH:22][CH:21]=[CH:20][CH:19]=3)=[O:17])[N:12]=2)=[CH:4][CH:3]=1.[C:24](=O)([O:27]C)[O:25][CH3:26].[H-].[Na+].Cl>O1CCCC1.O.CO>[CH3:26][O:25][C:24]([CH:15]([O:14][CH2:13][C:11]1[N:12]=[C:8]([C:5]2[CH:4]=[CH:3][C:2]([F:1])=[CH:7][CH:6]=2)[S:9][CH:10]=1)[C:16]([C:18]1[CH:19]=[CH:20][CH:21]=[CH:22][CH:23]=1)=[O:17])=[O:27] |f:2.3|. Procedure: A solution of 9.8 g (0.03 mol) of 2-[2-(4-fluorophenyl)-4-thiazolylmethyloxy]acetophenone in 80 ml of tetrahydrofuran is added dropwise to 3.0 g (0.033 mol) of dimethyl carbonate and 0.8 g (0.033 mol) of sodium hydride in 20 ml of tetrahydrofuran at 60° C. with stirring under nitrogen, and the mixture is then stirred at 60° C. for 1 hour. After cooling, first 5 ml of methanol and then 500 ml of water are added, and the mixture is acidified with dilute hydrochloric acid and extracted with methyl ... The reactants are FC1=C(C=O)C=CC=C1 (2-Fluorobenzaldehyde), C(=O)(OCC)CC=P(C1=CC=CC=C1)(C1=CC=CC=C1)C1=CC=CC=C1 ((Carboethoxyethylidene)triphenylphosphorane). Run in C1(=CC=CC=C1)C (toluene), hexanes. Product: FC1=C(C=CC=C1)/C=C(/C(=O)OCC)\C ((E)-ethyl 3-(2-fluorophenyl)-2-methylacrylate). Isolated yield 126.0%. As a reaction SMILES: [F:1][C:2]1[CH:9]=[CH:8][CH:7]=[CH:6][C:3]=1[CH:4]=O.[C:10]([CH2:15][CH:16]=P(C1C=CC=CC=1)(C1C=CC=CC=1)C1C=CC=CC=1)([O:12][CH2:13][CH3:14])=[O:11]>C1(C)C=CC=CC=1>[F:1][C:2]1[CH:9]=[CH:8][CH:7]=[CH:6][C:3]=1/[CH:4]=[C:15](\[CH3:16])/[C:10]([O:12][CH2:13][CH3:14])=[O:11]. Reported procedure: 2-Fluorobenzaldehyde (5.0 g, 40.3 mmol) was dissolved in 150 mL toluene. (Carboethoxyethylidene)triphenylphosphorane (42 g; 116 mmol) was added and the mixture was heated to reflux overnight. The solution was cooled, diluted with hexanes, and the solid was filtered. The filtrate was evaporated in vacuo, then dissolved in ether and filtered through a plug of silica gel using ether as eluent. The solvents were evaporated in vacuo to afford the title compound (10.57 g) as a yellow solid. 1H NMR (30...